From a dataset of the Open Reaction Database (ORD), a public repository of structured organic reaction records. describe an organic reaction: reactants, conditions, products, and yield Starting materials: NC1=C(C=C(C=C1)[N+](=O)[O-])S (2-amino-5-nitrobenzenethiol), C([O-])([O-])=O.[K+].[K+] (potassium carbonate), BrCC(=O)OC (methyl bromoacetate). Solvent: CN(C)C=O (DMF). Conditions: temperature 50 celsius. The product is [N+](=O)([O-])C1=CC2=C(NC(CS2)=O)C=C1 (3,4-dihydro-7-nitro-2H-1,4-benzothiazin-3-one). Isolated yield 73.8%. Reaction SMILES: [NH2:1][C:2]1[CH:7]=[CH:6][C:5]([N+:8]([O-:10])=[O:9])=[CH:4][C:3]=1[SH:11].C(=O)([O-])[O-].[K+].[K+].Br[CH2:19][C:20](OC)=[O:21]>CN(C=O)C>[N+:8]([C:5]1[CH:6]=[CH:7][C:2]2[NH:1][C:20](=[O:21])[CH2:19][S:11][C:3]=2[CH:4]=1)([O-:10])=[O:9] |f:1.2.3|. Reported procedure: To a stirred suspension of 2-amino-5-nitrobenzenethiol (Step 1, 29 g, 139.8 mmol) and potassium carbonate (115.93 g, 838.8 mmol) in dry DMF (150 mL) is added methyl bromoacetate (15.88 mL, 167.8 mmol). The reaction mixture is heated at 50° C. for 16 h at which time the reaction is quenched with ice and water (50 mL). The precipitate is filtered and dried under high vacuum to give the title compound as a yellow solid (21.69 g, 74%), MS m/z 211.5 (M+H)+.